describe an organic reaction: reactants, conditions, products, and yield From a dataset of the Open Reaction Database (ORD), a public repository of structured organic reaction records. Starting materials: C=O (formaldehyde), N1CCC(CC1)C1=CC=C(C=C1)NC1=NC=C(C(=N1)CCC=1C(=NC=CN1)CC(=O)N)C(F)(F)F (2-(3-(2-(2-((4-(Piperidin-4-yl)phenyl)amino)-5-(trifluoromethyl)pyrimidin-4-yl)ethyl)pyrazin-2-yl)acetamide), C(C)(=O)O[BH-](OC(C)=O)OC(C)=O.[Na+] (sodium tri(acetoxy)borohydride). Run in CO (methanol). Reaction conditions: time 3 hour. Yields the product CN1CCC(CC1)C1=CC=C(C=C1)NC1=NC=C(C(=N1)CCC=1C(=NC=CN1)CC(=O)N)C(F)(F)F (2-(3-(2-(2-((4-(1-Methylpiperidin-4-yl)phenyl)amino)-5-(trifluoromethyl)pyrimidin-4-yl)ethyl)pyrazin-2-yl)acetamide). Isolated yield 78.2%. As a reaction SMILES: [NH:1]1[CH2:6][CH2:5][CH:4]([C:7]2[CH:12]=[CH:11][C:10]([NH:13][C:14]3[N:19]=[C:18]([CH2:20][CH2:21][C:22]4[C:23]([CH2:28][C:29]([NH2:31])=[O:30])=[N:24][CH:25]=[CH:26][N:27]=4)[C:17]([C:32]([F:35])([F:34])[F:33])=[CH:16][N:15]=3)=[CH:9][CH:8]=2)[CH2:3][CH2:2]1.C=O.[C:38](O[BH-](OC(=O)C)OC(=O)C)(=O)C.[Na+]>CO>[CH3:38][N:1]1[CH2:2][CH2:3][CH:4]([C:7]2[CH:12]=[CH:11][C:10]([NH:13][C:14]3[N:19]=[C:18]([CH2:20][CH2:21][C:22]4[C:23]([CH2:28][C:29]([NH2:31])=[O:30])=[N:24][CH:25]=[CH:26][N:27]=4)[C:17]([C:32]([F:33])([F:35])[F:34])=[CH:16][N:15]=3)=[CH:9][CH:8]=2)[CH2:5][CH2:6]1 |f:2.3|. Reported procedure: 2-(3-(2-(2-((4-(Piperidin-4-yl)phenyl)amino)-5-(trifluoromethyl)pyrimidin-4-yl)ethyl)pyrazin-2-yl)acetamide (26) (42 mg, 0.087 mmol) was dissolved in methanol (4 mL) and 37% formaldehyde (26 μL, 0.35 mmol) was added. After five minutes sodium tri(acetoxy)borohydride (92 mg, 0.44 mmol) was added and the mixture stirred for three hours. The solution was concentrated, and the residue suspended in 10% sodium hydroxide (1 mL). After five minutes brine (2 mL) was added, and the mixture extracted with ... Reactants: ClC1=C(C(=O)O)C(=C(C=C1)S(=O)(=O)Cl)Cl (2,6-Dichloro-5-chlorosulfonylbenzoic acid), N1CCCCC1 (piperidine), [Cl-] (chloride). The product is ClC1=C(C(=O)O)C(=C(C=C1)S(=O)(=O)N1CCCCC1)Cl (2,6-Dichloro-5-piperidinosulfonylbenzoic Acid). As a reaction SMILES: [Cl:1][C:2]1[CH:10]=[CH:9][C:8]([S:11](Cl)(=[O:13])=[O:12])=[C:7]([Cl:15])[C:3]=1[C:4]([OH:6])=[O:5].[NH:16]1[CH2:21][CH2:20][CH2:19][CH2:18][CH2:17]1.[Cl-]>>[Cl:1][C:2]1[CH:10]=[CH:9][C:8]([S:11]([N:16]2[CH2:21][CH2:20][CH2:19][CH2:18][CH2:17]2)(=[O:13])=[O:12])=[C:7]([Cl:15])[C:3]=1[C:4]([OH:6])=[O:5]. Procedure details: 2,6-Dichloro-5-chlorosulfonylbenzoic acid (960 mg.; 3.3 m moles) is added portion-wise to 1.95 g. (0.0165 mole) of piperidine in 15 ml. of drymethylene chloride, and the mixture heated to reflux for 1.5 hrs. The solvent and excess amine are removed under reduced pressure and the residue dissolved in 15 ml. of 2N sodium hydroxide. The aqueous base solution is extracted (2 x 50 ml.) with ether and acidified with 6N hydrochloric acid. The precipitated gum is filtered, dried and allowed to crystalli... Reactants: C1=CN(C=N1)C(=O)N2C=CN=C2 (CDI), [N+](=O)([O-])C1=CC=C(C=C1)CCNCCO (2-[2-(4-Nitro-phenyl)-ethylamino]-ethanol). Reagents/catalysts: CN(C)C=1C=CN=CC1 (DMAP). Run in C(Cl)Cl (DCM), C(Cl)Cl (DCM). Conditions: time 4 hour. Yields the product [N+](=O)([O-])C1=CC=C(C=C1)CCN1C(OCC1)=O (3-[2-(4-Nitro-phenyl)-ethyl]-oxazolidin-2-one). RXN SMILES: C1N=CN([C:6](N2C=NC=C2)=[O:7])C=1.[N+:13]([C:16]1[CH:21]=[CH:20][C:19]([CH2:22][CH2:23][NH:24][CH2:25][CH2:26][OH:27])=[CH:18][CH:17]=1)([O-:15])=[O:14]>CN(C1C=CN=CC=1)C.C(Cl)Cl>[N+:13]([C:16]1[CH:17]=[CH:18][C:19]([CH2:22][CH2:23][N:24]2[CH2:25][CH2:26][O:27][C:6]2=[O:7])=[CH:20][CH:21]=1)([O-:15])=[O:14]. Reported procedure: CDI (89 mmoles) is added to a solution of the compound obtained in Step A (44.5 mmoles) and DMAP (44.5 mmoles) in DCM (250 ml). After stirring for 4 hours at ambient temperature, the reaction mixture is diluted with 300 ml of DCM and then washed with 2M HCl solution (5×200 ml). The organic phase is dried over magnesium sulphate, filtered and evaporated to dryness to yield the title product in the form of an orange solid, which is used directly in the next Step.